Task: describe an organic reaction: reactants, conditions, products, and yield. Dataset: the Open Reaction Database (ORD), a public repository of structured organic reaction records Procedure: The compound was prepared by a method similar to Example 2 from 6-hydroxyflavone, 1,7-dibromoheptane and dimethylamine: mp 90°-91° C. Starting materials: OC=1C=C2C(C=C(OC2=CC1)C1=CC=CC=C1)=O (6-hydroxyflavone), BrCCCCCCCBr (1,7-dibromoheptane), CNC (dimethylamine). Reaction SMILES: [OH:1][C:2]1[CH:3]=[C:4]2[C:9](=[CH:10][CH:11]=1)[O:8][C:7]([C:12]1[CH:17]=[CH:16][CH:15]=[CH:14][CH:13]=1)=[CH:6][C:5]2=[O:18].Br[CH2:20][CH2:21][CH2:22][CH2:23][CH2:24][CH2:25][CH2:26]Br.[CH3:28][NH:29][CH3:30]>>[CH3:28][N:29]([CH3:30])[CH2:20][CH2:21][CH2:22][CH2:23][CH2:24][CH2:25][CH2:26][O:1][C:2]1[CH:11]=[CH:10][C:9]2[O:8][C:7]([C:12]3[CH:17]=[CH:16][CH:15]=[CH:14][CH:13]=3)=[CH:6][C:5](=[O:18])[C:4]=2[CH:3]=1. Product: CN(CCCCCCCOC=1C=CC2=C(C(C=C(O2)C2=CC=CC=C2)=O)C1)C (6-[7-(Dimethylamino)heptoxy1-2-phenyl-4H-1-benzopyran-4-one). Reactants: C(#N)C=1SC2=C(N1)C=CC(=C2C#N)/N=C/N(C)C ((E)-N′-(2,7-dicyanobenzo[d]thiazol-6-yl)-N,N-dimethylformimidamide), NC1=CC=C(C=C1)C (4-toluidine), [K+].[Br-] (KBr). Run in C(Cl)Cl.CCOC(=O)C (DCM EtOAc). Product: C1(=CC=C(C=C1)NC1=NC=NC2=CC=C3C(=C12)SC(=N3)C#N)C (9-(p-Tolylamino)thiazolo[5,4-f]quinazoline-2-carbonitrile). Isolated yield 64.0%. Reaction SMILES: [C:1]([C:3]1[S:4][C:5]2[C:11]([C:12]#[N:13])=[C:10](/[N:14]=[CH:15]/[N:16](C)C)[CH:9]=[CH:8][C:6]=2[N:7]=1)#[N:2].N[C:20]1[CH:25]=[CH:24][C:23]([CH3:26])=[CH:22][CH:21]=1.[K+].[Br-]>C(Cl)Cl.CCOC(C)=O>[C:23]1([CH3:26])[CH:24]=[CH:25][C:20]([NH:13][C:12]2[C:11]3[C:10](=[CH:9][CH:8]=[C:6]4[N:7]=[C:3]([C:1]#[N:2])[S:4][C:5]4=3)[N:14]=[CH:15][N:16]=2)=[CH:21][CH:22]=1 |f:2.3,4.5|. Reported procedure: Prepared from VII and 4-toluidine. Flash chromatography eluent (DCM-EtOAc, 7:3). Yield: 64%; yellow solid; mp>260° C.; IR (KBr) νmax/cm−1 3016, 2853, 2228, 1731, 1641, 1605, 1581, 1554, 1505, 1458, 1376, 1353, 1304, 1268, 1215, 1165, 1130, 976, 831, 811; 1H NMR (300 MHz, DMSO-d6) δ 8.49 (d, 1H, J=9.0 Hz), 8.07 (s, 1H), 7.76 (d, 1H, J=9.0 Hz), 7.20-7.17 (m, 2H), 7.12-7.05 (m, 2H), 2.32 (s, 3H); HRMS calcd for C17H12N5S (M+H+): 318.0813, found 318.0811.